From a dataset of the Open Reaction Database (ORD), a public repository of structured organic reaction records. describe an organic reaction: reactants, conditions, products, and yield Starting materials: C=CC(=O)NCc1cc(C(=O)NOCCO[Si](C)(C)C(C)(C)C)c(Nc2ccc(I)cc2F)c(F)c1F, [O-][I+3]([O-])([O-])[O-], [Na+], C1CCOC1, O. Product: CC(C)(C)[Si](C)(C)OCCONC(=O)c1cc(CNC(=O)C=O)c(F)c(F)c1Nc1ccc(I)cc1F. As a reaction SMILES: [C:7]([CH:8]=[CH2:9])(=[O:10])[NH:11][CH2:12][c:13]1[c:14]([F:43])[c:15]([F:42])[c:16]([NH:33][c:34]2[c:35]([F:41])[cH:36][c:37]([I:40])[cH:38][cH:39]2)[c:17]([C:18](=[O:19])[NH:20][O:21][CH2:22][CH2:23][O:24][Si:25]([CH3:26])([CH3:27])[C:28]([CH3:29])([CH3:30])[CH3:31])[cH:32]1.[I+3:1]([O-:2])([O-:3])([O-:4])[O-:5].[Na+:6].[O:44]1[CH2:45][CH2:46][CH2:47][CH2:48]1.[OH2:49]>>[O:2]=[CH:8][C:7](=[O:10])[NH:11][CH2:12][c:13]1[c:14]([F:43])[c:15]([F:42])[c:16]([NH:33][c:34]2[c:35]([F:41])[cH:36][c:37]([I:40])[cH:38][cH:39]2)[c:17]([C:18](=[O:19])[NH:20][O:21][CH2:22][CH2:23][O:24][Si:25]([CH3:26])([CH3:27])[C:28]([CH3:29])([CH3:30])[CH3:31])[cH:32]1. Reactants: BrC(c1ccccc1)(c1ccccc1)c1ccccc1, CN(C)C=O, CCOC(=O)C(=C(c1ccc(F)cc1)c1ccc(F)cc1)c1nnn[nH]1, [H-], [Na+], O. The product is CCOC(=O)C(=C(c1ccc(F)cc1)c1ccc(F)cc1)c1nnn(C(c2ccccc2)(c2ccccc2)c2ccccc2)n1. RXN SMILES: [Br:29][C:30]([c:31]1[cH:32][cH:33][cH:34][cH:35][cH:36]1)([c:37]1[cH:38][cH:39][cH:40][cH:41][cH:42]1)[c:43]1[cH:44][cH:45][cH:46][cH:47][cH:48]1.[CH3:49][N:50]([CH3:51])[CH:52]=[O:53].[F:3][c:4]1[cH:5][cH:6][c:7]([C:10](=[C:11]([C:12](=[O:13])[O:14][CH2:15][CH3:16])[c:17]2[n:18][n:19][n:20][nH:21]2)[c:22]2[cH:23][cH:24][c:25]([F:28])[cH:26][cH:27]2)[cH:8][cH:9]1.[H-:1].[Na+:2].[OH2:54]>>[F:3][c:4]1[cH:5][cH:6][c:7]([C:10](=[C:11]([C:12](=[O:13])[O:14][CH2:15][CH3:16])[c:17]2[n:18][n:19][n:20]([C:30]([c:31]3[cH:32][cH:33][cH:34][cH:35][cH:36]3)([c:37]3[cH:38][cH:39][cH:40][cH:41][cH:42]3)[c:43]3[cH:44][cH:45][cH:46][cH:47][cH:48]3)[n:21]2)[c:22]2[cH:23][cH:24][c:25]([F:28])[cH:26][cH:27]2)[cH:8][cH:9]1. The reactants are C(#N)C1=NC=CC=C1CC#N (2-Cyano-3-pyridylacetonitrile), Br (HBr), [OH-].[Na+] (NaOH). The solvent is C1(=CC=CC=C1)C (toluene). The product is NC=1C=C2C=CC=NC2=C(N1)Br (6-Amino-8-bromo-1,7-naphthyridine). Reaction SMILES: [C:1]([C:3]1[C:8]([CH2:9][C:10]#[N:11])=[CH:7][CH:6]=[CH:5][N:4]=1)#[N:2].[BrH:12].[OH-].[Na+]>C1(C)C=CC=CC=1>[NH2:11][C:10]1[CH:9]=[C:8]2[C:3](=[C:1]([Br:12])[N:2]=1)[N:4]=[CH:5][CH:6]=[CH:7]2 |f:2.3|. Procedure details: Through a stirred solution of 2-Cyano-3-pyridylacetonitrile (3.6 g, 0.025 mol) in toluene (80 ml) is bubbled HBr for 5 h. Then, 4N NaOH is carefully added and the suspension stirred vigorously. The mixture is filtered and the product washed with water and dried. Crystallisation from toluene affords the title compound. Mass M+H 225. Melting point 188° C., decomposition. Starting materials: Cl.C(C)OC(=O)C=1C(=NC=2CCNCC2C1)C(F)(F)F (2-trifluoromethyl-5,6,7,8-tetrahydro-[1,6]naphthyridine-3-carboxylic acid ethyl ester hydrochloride), CS(=O)(=O)C=1C=CC(=C(C(=O)O)C1)O[C@@H](C(F)(F)F)C (5-methanesulfonyl-2-((R)-2,2,2-trifluoro-1-methyl-ethoxy)-benzoic acid). Procedure details: Prepared in analogy to example 1.1 from 2-trifluoromethyl-5,6,7,8-tetrahydro-[1,6]naphthyridine-3-carboxylic acid ethyl ester hydrochloride (CA [741736-90-3]; WO2004069162) and 5-methanesulfonyl-2-((R)-2,2,2-trifluoro-1-methyl-ethoxy)-benzoic acid (example 2.3). MS (m/e): 569.0 (M+H+). As a reaction SMILES: Cl.[CH2:2]([O:4][C:5]([C:7]1[C:8]([C:17]([F:20])([F:19])[F:18])=[N:9][C:10]2[CH2:11][CH2:12][NH:13][CH2:14][C:15]=2[CH:16]=1)=[O:6])[CH3:3].[CH3:21][S:22]([C:25]1[CH:26]=[CH:27][C:28]([O:34][C@H:35]([CH3:40])[C:36]([F:39])([F:38])[F:37])=[C:29]([CH:33]=1)[C:30](O)=[O:31])(=[O:24])=[O:23]>>[CH2:2]([O:4][C:5]([C:7]1[C:8]([C:17]([F:19])([F:20])[F:18])=[N:9][C:10]2[CH2:11][CH2:12][N:13]([C:30](=[O:31])[C:29]3[CH:33]=[C:25]([S:22]([CH3:21])(=[O:23])=[O:24])[CH:26]=[CH:27][C:28]=3[O:34][C@H:35]([CH3:40])[C:36]([F:39])([F:37])[F:38])[CH2:14][C:15]=2[CH:16]=1)=[O:6])[CH3:3] |f:0.1|. Product: C(C)OC(=O)C=1C(=NC=2CCN(CC2C1)C(C1=C(C=CC(=C1)S(=O)(=O)C)O[C@@H](C(F)(F)F)C)=O)C(F)(F)F (6-[5-Methanesulfonyl-2-((R)-2,2,2-trifluoro-1-methyl-ethoxy)-benzoyl]-2-trifluoromethyl-5,6,7,8-tetrahydro-[1,6]naphthyridine-3-carboxylic acid ethyl ester). The reactants are CC(=O)C (acetone), OC1=CC=CC2=CC=C(C=C12)O (1,7-dihydroxynaphthalene), C([O-])([O-])=O.[K+].[K+] (potassium carbonate), S(=O)(=O)(OC)OC (dimethyl sulfate). The solvent is O (water). Product: COC1=CC=CC2=CC=C(C=C12)OC (1,7-dimethoxynaphthalene). Yield: 90.1%. Reaction SMILES: [CH3:1]C(C)=O.[OH:5][C:6]1[C:15]2[C:10](=[CH:11][CH:12]=[C:13](O)[CH:14]=2)[CH:9]=[CH:8][CH:7]=1.[C:17](=[O:20])([O-])[O-].[K+].[K+].S(OC)(OC)(=O)=O>O>[CH3:1][O:5][C:6]1[C:15]2[C:10](=[CH:11][CH:12]=[C:13]([O:20][CH3:17])[CH:14]=2)[CH:9]=[CH:8][CH:7]=1 |f:2.3.4|. Procedure details: To one liter of acetone were added 50.0 grams (0.31 mole) of 1,7-dihydroxynaphthalene. To the solution then were added 95.0 gm (0.69 mole) of powdered potassium carbonate and 65 mL (0.69 mole) of dimethyl sulfate. The reaction mixture was stirred at reflux under nitrogen for 18 hours. The reaction mixture then was cooled to room temperature and diluted with 2 L of water. The mixture was then extracted with dichloromethane. The organic extracts were combined, washed successively with water and sa... Reactants: FC(C(=O)C)(F)F (1,1,1-trifluoroacetone), C(C)(CC)[Li] (s-Butyllithium), solution, C1(=CC=CC=C1)S(=O)(=O)C1=CC(=C(C=C1)C#C)F (4-phenylsulphonyl-2-fluorophenylethyne), O (Water). Solvent: C1CCOC1 (THF), hexanes, C1CCOC1 (THF). Yields the product OC(C#CC1=C(C=C(C=C1)S(=O)(=O)C1=CC=CC=C1)F)(C(F)(F)F)C (3-Hydroxy-3-methyl-1-(4-phenylsulphonyl-2-fluorophenyl)-4,4,4-trifluorobut-1-yne). The yield is 33.2%. As a reaction SMILES: C([Li])(CC)C.[C:6]1([S:12]([C:15]2[CH:20]=[CH:19][C:18]([C:21]#[CH:22])=[C:17]([F:23])[CH:16]=2)(=[O:14])=[O:13])[CH:11]=[CH:10][CH:9]=[CH:8][CH:7]=1.[F:24][C:25]([F:30])([F:29])[C:26]([CH3:28])=[O:27].O>C1COCC1>[OH:27][C:26]([CH3:28])([C:25]([F:30])([F:29])[F:24])[C:22]#[C:21][C:18]1[CH:19]=[CH:20][C:15]([S:12]([C:6]2[CH:11]=[CH:10][CH:9]=[CH:8][CH:7]=2)(=[O:14])=[O:13])=[CH:16][C:17]=1[F:23]. Procedure details: s-Butyllithium (0.24 ml of a 1.3M solution in hexanes) was added dropwise to a solution of 4-phenylsulphonyl-2-fluorophenylethyne (Method 28) (0.08 g) in dry THF (3 ml) at −50° C. After 25 minutes a solution of 1,1,1-trifluoroacetone (0.035 g) in dry THF (0.5 ml) was added and the mixture was allowed to warm to ambient temperature overnight. Water (10 ml) was added and THF was evaporated off under reduced pressure. The residue was diluted with water (30 ml) and extracted with ethyl acetate (30 m... Starting materials: CCCCCCCCC=CCCCCCCCCOc1cc(C(=O)O)co1, ClCCl, O=S(Cl)Cl. The product is CCCCCCCCC=CCCCCCCCCOc1cc(C(=O)Cl)co1. RXN SMILES: [CH2:1]([CH2:2][CH2:3][CH2:4][CH2:5][CH2:6][CH2:7][CH2:8][CH:9]=[CH:10][CH2:11][CH2:12][CH2:13][CH2:14][CH2:15][CH2:16][CH2:17][CH3:18])[O:19][c:20]1[cH:21][c:22]([C:25](=[O:26])[OH:27])[cH:23][o:24]1.[CH2:32]([Cl:33])[Cl:34].[S:28]([Cl:29])([Cl:30])=[O:31]>>[CH2:1]([CH2:2][CH2:3][CH2:4][CH2:5][CH2:6][CH2:7][CH2:8][CH:9]=[CH:10][CH2:11][CH2:12][CH2:13][CH2:14][CH2:15][CH2:16][CH2:17][CH3:18])[O:19][c:20]1[cH:21][c:22]([C:25](=[O:27])[Cl:30])[cH:23][o:24]1.